This data is from the Open Reaction Database (ORD), a public repository of structured organic reaction records. The task is: describe an organic reaction: reactants, conditions, products, and yield Reactants: C=O, O=CO, O=C(c1ccc(F)cc1)C1CCNCC1, [K+], [OH-], O. Product: CN1CCC(C(=O)c2ccc(F)cc2)CC1. Reaction SMILES: [CH2:19]=[O:20].[CH:16]([OH:17])=[O:18].[F:1][c:2]1[cH:3][cH:4][c:5]([C:8](=[O:9])[CH:10]2[CH2:11][CH2:12][NH:13][CH2:14][CH2:15]2)[cH:6][cH:7]1.[K+:22].[OH-:21].[OH2:23]>>[F:1][c:2]1[cH:3][cH:4][c:5]([C:8](=[O:9])[CH:10]2[CH2:11][CH2:12][N:13]([CH3:16])[CH2:14][CH2:15]2)[cH:6][cH:7]1. Yields the product CC(C)N(CCC(=O)N1CCCC1)C(=O)c1cc(Cl)cc(OCCNc2ccncc2)c1. RXN SMILES: [Cl:1][c:2]1[cH:3][c:4]([C:5](=[O:6])[N:7]([CH2:8][CH2:9][C:10](=[O:11])[N:12]2[CH2:13][CH2:14][O:15][CH2:16][CH2:17]2)[CH:18]([CH3:19])[CH3:20])[cH:21][c:22]([O:24][CH2:25][CH2:26][NH:27][c:28]2[cH:29][cH:30][n:31][cH:32][cH:33]2)[cH:23]1.[Cl:34][c:35]1[cH:36][c:37]([C:51]([N:52]([CH:53]([CH3:54])[CH3:55])[CH2:56][CH2:57][C:58]([OH:59])=[O:60])=[O:61])[cH:38][c:39]([O:40][CH2:41][CH2:42][NH:43][c:44]2[cH:45][cH:46][n:47][cH:48][cH:49]2)[cH:50]1>>[Cl:1][c:2]1[cH:3][c:4]([C:5](=[O:6])[N:7]([CH2:8][CH2:9][C:10](=[O:11])[N:12]2[CH2:13][CH2:14][CH2:16][CH2:17]2)[CH:18]([CH3:19])[CH3:20])[cH:21][c:22]([O:24][CH2:25][CH2:26][NH:27][c:28]2[cH:29][cH:30][n:31][cH:32][cH:33]2)[cH:23]1. Starting materials: CC(C)N(CCC(=O)N1CCOCC1)C(=O)c1cc(Cl)cc(OCCNc2ccncc2)c1, CC(C)N(CCC(=O)O)C(=O)c1cc(Cl)cc(OCCNc2ccncc2)c1. Reactants: FC1=CC=C(C=C1)NC(=O)C=1C=NC(=NC1)S(=O)C (2-methanesulfinylpyrimidine-5-carboxylic acid (4-fluorophenyl)amide), C([C@H](O)C)(=O)OC ((R)-(+)-methyl lactate), C1CCC2=NCCCN2CC1 (DBU). Run in C1CCOC1 (THF). Conditions: time 2 day. Product: COC([C@H](C)OC1=NC=C(C=N1)C(NC1=CC=C(C=C1)F)=O)=O ((S)-2-[5-(4-Fluorophenylcarbamoyl)pyrimidin-2-yloxy]propionic acid methyl ester). Isolated yield 44.5%. RXN SMILES: [F:1][C:2]1[CH:7]=[CH:6][C:5]([NH:8][C:9]([C:11]2[CH:12]=[N:13][C:14](S(C)=O)=[N:15][CH:16]=2)=[O:10])=[CH:4][CH:3]=1.[C:20]([O:25][CH3:26])(=[O:24])[C@@H:21]([CH3:23])[OH:22].C1CCN2C(=NCCC2)CC1>C1COCC1>[CH3:26][O:25][C:20](=[O:24])[C@@H:21]([O:22][C:14]1[N:13]=[CH:12][C:11]([C:9](=[O:10])[NH:8][C:5]2[CH:6]=[CH:7][C:2]([F:1])=[CH:3][CH:4]=2)=[CH:16][N:15]=1)[CH3:23]. Procedure: To a solution of 2-methanesulfinylpyrimidine-5-carboxylic acid (4-fluorophenyl)amide (40 mg, 0.14 mmol) in THF (1 mL) was added (R)-(+)-methyl lactate (20 μL, 0.21 mmol) followed by DBU (34 μL, 0.23 mmol). The solution was stirred for 2 days, quenched with 3% HCl and extracted with ethyl acetate. The organic layers were combined, washed successively with 5% NaHCO3, water, and brine, dried and concentrated in vacuo to afford 19.9 mg (46% yield) of the titled compound as a white solid shown to be ... Reactants: O=C1NC(=NN1C1CCN(CC1)C(=O)O[C@@H](C(=O)N1CCC(CC1)C1CCN(CC1)CC1=CC=CC=C1)CC1=CC(=C(C(=C1)C)O)C)C1=CC=CC=C1 ((R)-2-(1′-benzyl-4,4′-bipiperidinyl-1-yl)-1-(4-hydroxy-3,5-dimethyl-benzyl)-2-oxo-ethyl 4-(5-oxo-3-phenyl-4,5-dihydro-1,2,4-triazol-1-yl)-piperidine-1-carboxylate), [H][H] (hydrogen). Reagents/catalysts: [Pd] (Pd/C). Run in CO (MeOH). Yields the product O=C1NC(=NN1C1CCN(CC1)C(=O)O[C@@H](C(=O)N1CCC(CC1)C1CCNCC1)CC1=CC(=C(C(=C1)C)O)C)C1=CC=CC=C1 ((R)-2-(4,4′-bipiperidinyl-1-yl)-1-(4-hydroxy-3,5-dimethyl-benzyl)-2-oxo-ethyl 4-(5-oxo-3-phenyl-4,5-dihydro-1,2,4-triazol-1-yl)-piperidine-1-carboxylate). As a reaction SMILES: [O:1]=[C:2]1[N:6]([CH:7]2[CH2:12][CH2:11][N:10]([C:13]([O:15][C@H:16]([CH2:38][C:39]3[CH:44]=[C:43]([CH3:45])[C:42]([OH:46])=[C:41]([CH3:47])[CH:40]=3)[C:17]([N:19]3[CH2:24][CH2:23][CH:22]([CH:25]4[CH2:30][CH2:29][N:28](CC5C=CC=CC=5)[CH2:27][CH2:26]4)[CH2:21][CH2:20]3)=[O:18])=[O:14])[CH2:9][CH2:8]2)[N:5]=[C:4]([C:48]2[CH:53]=[CH:52][CH:51]=[CH:50][CH:49]=2)[NH:3]1.[H][H]>CO.[Pd]>[O:1]=[C:2]1[N:6]([CH:7]2[CH2:12][CH2:11][N:10]([C:13]([O:15][C@H:16]([CH2:38][C:39]3[CH:40]=[C:41]([CH3:47])[C:42]([OH:46])=[C:43]([CH3:45])[CH:44]=3)[C:17]([N:19]3[CH2:20][CH2:21][CH:22]([CH:25]4[CH2:30][CH2:29][NH:28][CH2:27][CH2:26]4)[CH2:23][CH2:24]3)=[O:18])=[O:14])[CH2:9][CH2:8]2)[N:5]=[C:4]([C:48]2[CH:53]=[CH:52][CH:51]=[CH:50][CH:49]=2)[NH:3]1. Procedure details: A solution of 51 mg (0.07 mmol) (R)-2-(1′-benzyl-4,4′-bipiperidinyl-1-yl)-1-(4-hydroxy-3,5-dimethyl-benzyl)-2-oxo-ethyl 4-(5-oxo-3-phenyl-4,5-dihydro-1,2,4-triazol-1-yl)-piperidine-1-carboxylate (Example 2.7) in 10 mL MeOH was combined with 5 mg 10% Pd/C and hydrogenated at RT and 3 bar hydrogen pressure until the reaction came to an end. The catalyst was removed by suction filtering and the residue was purified by HPLC. The fractions containing the product were combined and lyophilised. Starting materials: C[O-].[Na+] (Sodium methoxide), [Na] (sodium), NC1=C2N=C(N(C2=NC(=N1)OCCOC)CC1=CC=C(C#N)C=C1)Br (4-[6-amino-8-bromo-2-(2-methoxyethoxy)purin-9-ylmethyl]benzonitrile). Solvent: CO (methanol), C(OC)COC (dimethoxyethane). Reaction conditions: temperature 100 celsius. The product is NC1=C2N=C(N(C2=NC(=N1)OCCOC)CC1=CC=C(C#N)C=C1)OC (4-[6-amino-8-methoxy-2-(2-methoxyethoxy)purin-9-ylmethyl]benzonitrile). Reaction SMILES: [CH3:1][O-:2].[Na+].[Na].[NH2:5][C:6]1[N:14]=[C:13]([O:15][CH2:16][CH2:17][O:18][CH3:19])[N:12]=[C:11]2[C:7]=1[N:8]=[C:9](Br)[N:10]2[CH2:20][C:21]1[CH:28]=[CH:27][C:24]([C:25]#[N:26])=[CH:23][CH:22]=1>CO.C(COC)OC>[NH2:5][C:6]1[N:14]=[C:13]([O:15][CH2:16][CH2:17][O:18][CH3:19])[N:12]=[C:11]2[C:7]=1[N:8]=[C:9]([O:2][CH3:1])[N:10]2[CH2:20][C:21]1[CH:28]=[CH:27][C:24]([C:25]#[N:26])=[CH:23][CH:22]=1 |f:0.1,^1:3|. Reported procedure: Sodium methoxide is generated by reaction of sodium metal (81 mg) in dry methanol (30 mL). The product of example 4 (700 mg) is dissolved in dry dimethoxyethane and the temperature raised to 100° C. After overnight reaction, the mixture is concentrated in vacuo and the residue is chromatographed on silica using 5% methanol in dichloromethane. Yield 120 mg. NMR is consistent with structure assignment. The reactants are N1=CC=CC=C1 (pyridine), C(C1=CC=CC=C1)(=O)Cl (benzoyl chloride), O (water), N1CCC(CC1)NC(C1=CC=C(C=C1)F)=O (N-(piperidin-4-yl)-4-fluorobenzamide). Run in ClCCl (dichloromethane), ClCCl (dichloromethane). Run at time 3.5 hour. The product is C(C1=CC=CC=C1)(=O)N1CCC(CC1)NC(C1=CC=C(C=C1)F)=O (N-(1-benzoylpiperidin-4-yl)-4-fluorobenzamide). As a reaction SMILES: [NH:1]1[CH2:6][CH2:5][CH:4]([NH:7][C:8](=[O:16])[C:9]2[CH:14]=[CH:13][C:12]([F:15])=[CH:11][CH:10]=2)[CH2:3][CH2:2]1.N1C=CC=CC=1.[C:23](Cl)(=[O:30])[C:24]1[CH:29]=[CH:28][CH:27]=[CH:26][CH:25]=1.O>ClCCl>[C:23]([N:1]1[CH2:2][CH2:3][CH:4]([NH:7][C:8](=[O:16])[C:9]2[CH:14]=[CH:13][C:12]([F:15])=[CH:11][CH:10]=2)[CH2:5][CH2:6]1)(=[O:30])[C:24]1[CH:29]=[CH:28][CH:27]=[CH:26][CH:25]=1. Procedure: To a suspension of N-(piperidin-4-yl)-4-fluorobenzamide (0.5 g) in dichloromethane (5 ml) were added pyridine (218 μl), dichloromethane (5 ml) and benzoyl chloride (290 μl) at ambient temperature. After stirring for 3.5 hours, water (5 ml) was poured into the mixture. An organic layer was separated, and washed with water and brine. After drying with magnesium sulfate, the solvents were removed under reduced pressure. A residue was purified by column chromatography (silica gel, toluene:ethyl acet... The reactants are C(C1=CC=CC=C1)OC=1C=2N(C=CC1)C(=CN2)CN(C)C (8-benzyloxy-3-dimethylaminomethyl-imidazo[1,2-a]pyridine), 2-hydroxymethyl, C(C1=CC=CC=C1)OC=1C=2N(C=CC1)C(=C(N2)CO)CN(C)C (8-benzyloxy-3-dimethylaminomethyl-2-hydroxymethylimidazo[1,2-a]pyridine). The product is C(C1=CC=CC=C1)OC=1C=2N(C=CC1)C(=C(N2)C)CN(C)C (8-Benzyloxy-3-dimethylaminomethyl-2-methylimidazo[1,2-a]pyridine). Reaction SMILES: C(OC1C2N(C(CN(C)C)=CN=2)C=CC=1)C1C=CC=CC=1.[CH2:22]([O:29][C:30]1[C:31]2[N:32]([C:36]([CH2:41][N:42]([CH3:44])[CH3:43])=[C:37]([CH2:39]O)[N:38]=2)[CH:33]=[CH:34][CH:35]=1)[C:23]1[CH:28]=[CH:27][CH:26]=[CH:25][CH:24]=1>>[CH2:22]([O:29][C:30]1[C:31]2[N:32]([C:36]([CH2:41][N:42]([CH3:43])[CH3:44])=[C:37]([CH3:39])[N:38]=2)[CH:33]=[CH:34][CH:35]=1)[C:23]1[CH:24]=[CH:25][CH:26]=[CH:27][CH:28]=1. Procedure details: 8-benzyloxy-3-dimethylaminomethyl-imidazo[1,2-a]pyridine and the corresponding 2-hydroxymethyl analogues thereof (e.g. 8-benzyloxy-3-dimethylaminomethyl-2-hydroxymethylimidazo[1,2-a]pyridine.